Dataset: the Open Reaction Database (ORD), a public repository of structured organic reaction records. Task: describe an organic reaction: reactants, conditions, products, and yield The reactants are CCNCC, C1CCOC1, COC(=O)c1cc(C(C)=CC(=O)Cl)ccc1OC(C)c1ccccc1. Product: CCN(CC)C(=O)C=C(C)c1ccc(OC(C)c2ccccc2)c(C(=O)OC)c1. As a reaction SMILES: [CH2:26]([CH3:27])[NH:28][CH2:29][CH3:30].[CH2:31]1[O:32][CH2:33][CH2:34][CH2:35]1.[Cl:1][C:2](=[O:3])[CH:4]=[C:5]([CH3:6])[c:7]1[cH:8][cH:9][c:10]([O:17][CH:18]([CH3:19])[c:20]2[cH:21][cH:22][cH:23][cH:24][cH:25]2)[c:11]([C:12](=[O:13])[O:14][CH3:15])[cH:16]1>>[C:2](=[O:3])([CH:4]=[C:5]([CH3:6])[c:7]1[cH:8][cH:9][c:10]([O:17][CH:18]([CH3:19])[c:20]2[cH:21][cH:22][cH:23][cH:24][cH:25]2)[c:11]([C:12](=[O:13])[O:14][CH3:15])[cH:16]1)[N:28]([CH2:26][CH3:27])[CH2:29][CH3:30]. Starting materials: [Li]CCCC, CCCCCC, CCOCC, Fc1cccnc1, CN(C)C=O. Product: O=Cc1ncccc1F. RXN SMILES: [CH2:7]([Li:8])[CH2:9][CH2:10][CH3:11].[CH3:1][CH2:2][CH2:3][CH2:4][CH2:5][CH3:6].[CH3:24][CH2:25][O:26][CH2:27][CH3:28].[F:12][c:13]1[cH:14][n:15][cH:16][cH:17][cH:18]1.[O:19]=[CH:20][N:21]([CH3:22])[CH3:23]>>[F:12][c:13]1[c:14]([CH:20]=[O:19])[n:15][cH:16][cH:17][cH:18]1. The reactants are NCc1ccccc1, C1CCC2=NCCCN2CC1, CN1CCCC1=O, COc1cc(CN)ccc1Cl, N#Cc1ccc2c(Cl)nnc(Cl)c2c1, Cl. Product: COc1cc(CNc2nnc(Cl)c3ccc(C#N)cc23)ccc1Cl. As a reaction SMILES: [CH2:2]([NH2:3])[c:4]1[cH:5][cH:6][cH:7][cH:8][cH:9]1.[CH2:35]1[CH2:36][CH2:37][C:38]2=[N:43][CH2:42][CH2:41][CH2:40][N:39]2[CH2:44][CH2:45]1.[CH3:46][N:47]1[CH2:48][CH2:49][CH2:50][C:51]1=[O:52].[Cl:10][c:11]1[c:12]([O:19][CH3:20])[cH:13][c:14]([CH2:15][NH2:16])[cH:17][cH:18]1.[Cl:21][c:22]1[n:23][n:24][c:25]([Cl:34])[c:26]2[cH:27][c:28]([C:32]#[N:33])[cH:29][cH:30][c:31]12.[ClH:1]>>[Cl:10][c:11]1[c:12]([O:19][CH3:20])[cH:13][c:14]([CH2:15][NH:16][c:25]2[n:24][n:23][c:22]([Cl:21])[c:31]3[c:26]2[cH:27][c:28]([C:32]#[N:33])[cH:29][cH:30]3)[cH:17][cH:18]1. Run at time 8 hour. The reactants are N1=CC(=C(C=C1)N)N (3,4-pyridinediamine), C(C)OCCN1C(=NC=2C1=NC=CC2)CC2CCN(CC2)CCN=C=S (3-(2-ethoxyethyl)-2-[[1-(2-isothiocyanatoethyl)-4-piperidinyl]methyl]-3H-imidazo[4,5-b]-pyridine). Procedure: A mixture of 3.3 parts of 3,4-pyridinediamine, 11.2 parts of 3-(2-ethoxyethyl)-2-[[1-(2-isothiocyanatoethyl)-4-piperidinyl]methyl]-3H-imidazo[4,5-b]-pyridine and 90 parts of tetrahydrofuran was stirred overnight at reflux temperature. The reaction mixture was evaporated, yielding 14.5 parts (100%) of N-(4-amino-3-pyridinyl)-N'-[2-[4-[[3-(2-ethoxyethyl)-3H-imidazo[4,5-b]pyridin-2-yl]methyl]-1-piperidinyl]ethyl]thiourea as a residue (compound 138). Run in O1CCCC1 (tetrahydrofuran). The yield is 100.0%. As a reaction SMILES: [N:1]1[CH:6]=[CH:5][C:4]([NH2:7])=[C:3]([NH2:8])[CH:2]=1.[CH2:9]([O:11][CH2:12][CH2:13][N:14]1[C:18]2=[N:19][CH:20]=[CH:21][CH:22]=[C:17]2[N:16]=[C:15]1[CH2:23][CH:24]1[CH2:29][CH2:28][N:27]([CH2:30][CH2:31][N:32]=[C:33]=[S:34])[CH2:26][CH2:25]1)[CH3:10]>O1CCCC1>[NH2:7][C:4]1[CH:5]=[CH:6][N:1]=[CH:2][C:3]=1[NH:8][C:33]([NH:32][CH2:31][CH2:30][N:27]1[CH2:28][CH2:29][CH:24]([CH2:23][C:15]2[N:14]([CH2:13][CH2:12][O:11][CH2:9][CH3:10])[C:18]3=[N:19][CH:20]=[CH:21][CH:22]=[C:17]3[N:16]=2)[CH2:25][CH2:26]1)=[S:34]. Yields the product NC1=C(C=NC=C1)NC(=S)NCCN1CCC(CC1)CC1=NC=2C(=NC=CC2)N1CCOCC (N-(4-amino-3-pyridinyl)-N'-[2-[4-[[3-(2-ethoxyethyl)-3H-imidazo[4,5-b]pyridin-2-yl]methyl]-1-piperidinyl]ethyl]thiourea), compound 138. Procedure: A solution of cadmium nitrate in methanol was added to a solution of sodium myristate, also in methanol. To obtain high quality cadmium myristate, the sodium myristate solution was heated to about 90° C. until all of the particles are dissolved. Afterward, the cadmium nitrate solution was injected slowly, drop-wise, and the reaction was allowed to take place. The temperature was then reduced to room temperature where the cadmium myristate powder began to precipitate below 65° C. The powder was t... Reaction SMILES: [N+]([O-])([O-])=O.[Cd+2:5].[N+]([O-])([O-])=O.[C:10]([O-:25])(=[O:24])[CH2:11][CH2:12][CH2:13][CH2:14][CH2:15][CH2:16][CH2:17][CH2:18][CH2:19][CH2:20][CH2:21][CH2:22][CH3:23].[Na+]>CO>[C:10]([O-:25])(=[O:24])[CH2:11][CH2:12][CH2:13][CH2:14][CH2:15][CH2:16][CH2:17][CH2:18][CH2:19][CH2:20][CH2:21][CH2:22][CH3:23].[Cd+2:5].[C:10]([O-:25])(=[O:24])[CH2:11][CH2:12][CH2:13][CH2:14][CH2:15][CH2:16][CH2:17][CH2:18][CH2:19][CH2:20][CH2:21][CH2:22][CH3:23] |f:0.1.2,3.4,6.7.8|. Yields the product C(CCCCCCCCCCCCC)(=O)[O-].[Cd+2].C(CCCCCCCCCCCCC)(=O)[O-] (cadmium myristate). The reactants are [N+](=O)([O-])[O-].[Cd+2].[N+](=O)([O-])[O-] (cadmium nitrate), C(CCCCCCCCCCCCC)(=O)[O-].[Na+] (sodium myristate). The solvent is CO (methanol), CO (methanol). Starting materials: O=C([O-])[O-], CC(C)=O, CC(C)(C)C(=O)C(Cl)Oc1ccc(Cl)cc1, [K+], [K+], c1nc[nH]n1. The product is CC(C)(C)C(=O)C(Oc1ccc(Cl)cc1)n1cncn1. RXN SMILES: [C:6](=[O:7])([O-:8])[O-:9].[CH3:28][C:29](=[O:30])[CH3:31].[Cl:12][c:13]1[cH:14][cH:15][c:16]([O:17][CH:18]([C:19]([C:20]([CH3:21])([CH3:22])[CH3:23])=[O:24])[Cl:25])[cH:26][cH:27]1.[K+:10].[K+:11].[nH:1]1[n:2][cH:3][n:4][cH:5]1>>[n:1]1([CH:18]([O:17][c:16]2[cH:15][cH:14][c:13]([Cl:12])[cH:27][cH:26]2)[C:19]([C:20]([CH3:21])([CH3:22])[CH3:23])=[O:24])[n:2][cH:3][n:4][cH:5]1. Starting materials: ClC1=C(C=C(C=O)C=C1)F (4-chloro-3-fluorobenzaldehyde), N(=[N+]=[N-])CC(=O)OC (methyl azidoacetate), [Na].N(=[N+]=[N-])C(C(=O)OC)=CC1=CC(=C(C=C1)Cl)F (Methyl 2-azido-3-(4-chloro-3-fluorophenyl)propenoate Sodium). The solvent is CO (methanol), CO (methanol). Reaction conditions: temperature -15 celsius, time 1 hour. Yields the product ClC1=CC=C2C=CNC2=C1F (6-Chloro-7-fluoroindole). Isolated yield 30.0%. RXN SMILES: [Na].[N:2]([C:5](=[CH:10][C:11]1[CH:16]=[CH:15][C:14]([Cl:17])=[C:13]([F:18])[CH:12]=1)C(OC)=O)=[N+]=[N-].ClC1C=CC(C=O)=CC=1F.N(CC(OC)=O)=[N+]=[N-]>CO>[Cl:17][C:14]1[C:13]([F:18])=[C:12]2[C:11]([CH:10]=[CH:5][NH:2]2)=[CH:16][CH:15]=1 |f:0.1,^1:0|. Reported procedure: Methyl 2-azido-3-(4-chloro-3-fluorophenyl)propenoate Sodium (2.32 g, 100 mmol) was added portionwise to stirred methanol (200 mL) at 0° C. under Ar. The mixture was stirred for 1 h and cooled to −15° C. A solution of 4-chloro-3-fluorobenzaldehyde (4.0 g, 25 mmol), methyl azidoacetate (8.7 g, 75 mmol) in methanol (20 mL) was added. The mixture was stirred for 3 h, warmed to 4° C. and stirred for 16 h and partitioned between water (300 mL) and ether (3×200 mL). The organic extracts were combined a...